describe an organic reaction: reactants, conditions, products, and yield From a dataset of the Open Reaction Database (ORD), a public repository of structured organic reaction records. Starting materials: CC1=C(N=C(O1)C1=CC=CC=C1)COC=1C=C(C=NC1)CO (5-(5-methyl-2-phenyl-4-oxazolylmethoxy)-3-pyridylmethanol), S(=O)(Cl)Cl (thionyl chloride). Reaction conditions: time 1 hour. Product: ClCC=1C=NC=C(C1)OCC=1N=C(OC1C)C1=CC=CC=C1 (3-chloromethyl-5-(5-methyl-2-phenyl-4-oxazolylmethoxy)pyridine). Isolated yield 64.0%. Reaction SMILES: [CH3:1][C:2]1[O:6][C:5]([C:7]2[CH:12]=[CH:11][CH:10]=[CH:9][CH:8]=2)=[N:4][C:3]=1[CH2:13][O:14][C:15]1[CH:16]=[C:17]([CH2:21]O)[CH:18]=[N:19][CH:20]=1.S(Cl)([Cl:25])=O>>[Cl:25][CH2:21][C:17]1[CH:18]=[N:19][CH:20]=[C:15]([O:14][CH2:13][C:3]2[N:4]=[C:5]([C:7]3[CH:12]=[CH:11][CH:10]=[CH:9][CH:8]=3)[O:6][C:2]=2[CH3:1])[CH:16]=1. Procedure details: A mixture of 5-(5-methyl-2-phenyl-4-oxazolylmethoxy)-3-pyridylmethanol (1.33 g) and thionyl chloride (4 ml) was stirred at room temperature for 1 hour. After the reaction mixture was concentrated, saturated aqueous sodium bicarbonate solution was added to the mixture, which was extracted with ethyl acetate. The ethyl acetate layer was washed with saturated aqueous sodium chloride solution, dried (MgSO4), and concentrated. The residue was subjected to silica gel column chromatography to obtain 3-... Starting materials: BrCCC1OCCO1, [Li]CCCC, Cc1ccc(C(=O)O)s1, CCCCCC, CC(=O)O, CC(C)NC(C)C, C1CCOC1. Yields the product O=C(O)c1ccc(CCCC2OCCO2)s1. Reaction SMILES: [Br:22][CH2:23][CH2:24][CH:25]1[O:26][CH2:27][CH2:28][O:29]1.[CH2:8]([Li:9])[CH2:10][CH2:11][CH3:12].[CH3:13][c:14]1[cH:15][cH:16][c:17]([C:19](=[O:20])[OH:21])[s:18]1.[CH3:35][CH2:36][CH2:37][CH2:38][CH2:39][CH3:40].[CH3:41][C:42](=[O:43])[OH:44].[CH:1]([NH:2][CH:3]([CH3:4])[CH3:5])([CH3:6])[CH3:7].[O:30]1[CH2:31][CH2:32][CH2:33][CH2:34]1>>[CH2:13]([c:14]1[cH:15][cH:16][c:17]([C:19](=[O:20])[OH:21])[s:18]1)[CH2:23][CH2:24][CH:25]1[O:26][CH2:27][CH2:28][O:29]1.